This data is from the Open Reaction Database (ORD), a public repository of structured organic reaction records. The task is: describe an organic reaction: reactants, conditions, products, and yield The solvent is C(C)O (ethanol), C(C)O (ethanol). Procedure details: A 100-mL round bottomed flask equipped with a magnetic stir bar was charged with ammonium chloride (0.044 g, 0.820 mmol), water (8.2 mL), iron powder (4.58 g, 82 mmol), and ethanol (21.8 mL). The mixture was heated to 80° C., and a solution of (R)-1-(benzyl(6-bromo-3-nitropyridin-2-yl)amino)propan-2-ol (3.00 g, 8.2 mmol) in ethanol (8.20 mL) was slowly added over 2 min. The reaction mixture was stirred at 80° C. After 90 min, heating was discontinued and the reaction mixture filtered through a p... Yield: 80.5%. Starting materials: [Cl-].[NH4+] (ammonium chloride), O (water), C(C1=CC=CC=C1)N(C[C@@H](C)O)C1=NC(=CC=C1[N+](=O)[O-])Br ((R)-1-(benzyl(6-bromo-3-nitropyridin-2-yl)amino)propan-2-ol). The reagents and catalysts are [Fe] (iron). Run at temperature 80 celsius, time 90 minute. Product: NC=1C(=NC(=CC1)Br)N(C[C@@H](C)O)CC1=CC=CC=C1 ((R)-1-((3-amino-6-bromopyridin-2-yl)(benzyl)amino)propan-2-ol). As a reaction SMILES: [Cl-].[NH4+].O.[CH2:4]([N:11]([C:16]1[C:21]([N+:22]([O-])=O)=[CH:20][CH:19]=[C:18]([Br:25])[N:17]=1)[CH2:12][C@H:13]([OH:15])[CH3:14])[C:5]1[CH:10]=[CH:9][CH:8]=[CH:7][CH:6]=1>C(O)C.[Fe]>[NH2:22][C:21]1[C:16]([N:11]([CH2:4][C:5]2[CH:6]=[CH:7][CH:8]=[CH:9][CH:10]=2)[CH2:12][C@H:13]([OH:15])[CH3:14])=[N:17][C:18]([Br:25])=[CH:19][CH:20]=1 |f:0.1|.